This data is from the Open Reaction Database (ORD), a public repository of structured organic reaction records. The task is: describe an organic reaction: reactants, conditions, products, and yield Starting materials: [OH-].[K+] (potassium hydroxide), [I-].[K+] (potassium iodide), OC1=C(C=CN2C1=NC(=CC2=O)C)C (9-hydroxy-2,8-dimethyl-4H-pyrido[ 1,2-a]-pyrimidin-4-one), C(C=CC1=CC=CC=C1)Br (cinnamyl bromide). Solvent: O (water), CO (methanol), CO (methanol). Conditions: time 1 hour. Yields the product C(C=CC1=CC=CC=C1)OC1=C(C=CN2C1=NC(=CC2=O)C)C (9-[ (cinnamyl)oxy] -2,8-dimethyl-4H-pyrido[ 1,2-a] pyrimidin-4-one). Reaction SMILES: [OH-].[K+].[I-].[K+].[OH:5][C:6]1[C:11]2=[N:12][C:13]([CH3:17])=[CH:14][C:15](=[O:16])[N:10]2[CH:9]=[CH:8][C:7]=1[CH3:18].[CH2:19](Br)[CH:20]=[CH:21][C:22]1[CH:27]=[CH:26][CH:25]=[CH:24][CH:23]=1>O.CO>[CH2:19]([O:5][C:6]1[C:11]2=[N:12][C:13]([CH3:17])=[CH:14][C:15](=[O:16])[N:10]2[CH:9]=[CH:8][C:7]=1[CH3:18])[CH:20]=[CH:21][C:22]1[CH:27]=[CH:26][CH:25]=[CH:24][CH:23]=1 |f:0.1,2.3|. Procedure details: To a solution of 6.6 g of potassium hydroxide (85%) and 0.2 g of potassium iodide in 100 ml of water is added 150 ml of methanol and 19.0 g of 9-hydroxy-2,8-dimethyl-4H-pyrido[ 1,2-a]-pyrimidin-4-one and the whole stirred for about 1 hour. To this is added 20.1 g of cinnamyl bromide dissolved in 20 ml of methanol. The mixture is stirred at room temperature for about 18 hours and then worked up to give 9-[ (cinnamyl)oxy] -2,8-dimethyl-4H-pyrido[ 1,2-a] pyrimidin-4-one.